The task is: describe an organic reaction: reactants, conditions, products, and yield. This data is from the Open Reaction Database (ORD), a public repository of structured organic reaction records. Starting materials: CCO, CC(C)n1cc(NC(=O)c2cc([N+](=O)[O-])cn2C)cc1C(=O)Nc1cc(C(=O)NCCCN2CCCC2)n(C)c1. Product: CC(C)n1cc(NC(=O)c2cc(NC=O)cn2C)cc1C(=O)Nc1cc(C(=O)NCCCN2CCCC2)n(C)c1. RXN SMILES: [CH3:41][CH2:42][OH:43].[CH:1]([CH3:2])([CH3:3])[n:4]1[cH:5][c:6]([NH:29][C:30](=[O:31])[c:32]2[n:33]([CH3:40])[cH:34][c:35]([N+:37]([O-:38])=[O:39])[cH:36]2)[cH:7][c:8]1[C:9](=[O:10])[NH:11][c:12]1[cH:13][n:14]([CH3:28])[c:15]([C:17](=[O:18])[NH:19][CH2:20][CH2:21][CH2:22][N:23]2[CH2:24][CH2:25][CH2:26][CH2:27]2)[cH:16]1>>[CH:1]([CH3:2])([CH3:3])[n:4]1[cH:5][c:6]([NH:29][C:30](=[O:31])[c:32]2[n:33]([CH3:40])[cH:34][c:35]([NH:37][CH:42]=[O:43])[cH:36]2)[cH:7][c:8]1[C:9](=[O:10])[NH:11][c:12]1[cH:13][n:14]([CH3:28])[c:15]([C:17](=[O:18])[NH:19][CH2:20][CH2:21][CH2:22][N:23]2[CH2:24][CH2:25][CH2:26][CH2:27]2)[cH:16]1. The yield is 101.1%. Procedure details: To a suspension of 2,2-dimethyl-pentanedioic acid 1-methyl ester (1.00 g, 5.75 mmol) in THF (3 mL), 1M LiBHEt3 in THF (38.0 ml, 38.0 mmol) is added dropwise maintaining the temperature below 10° C. under nitrogen. The mixture is stirred at 10° C. for 1 hour. To the mixture, 50% AcOH (4.6 mL) and H2O are added. The solution is extracted with AcOEt, and the organic layer is washed with H2O, dried over MgSO4, and concentrated under reduced pressure to give 5-hydroxy-4,4-dimethyl-pentanoic acid (850... The solvent is C1CCOC1 (THF), LiBHEt3, C1CCOC1 (THF). Yields the product OCC(CCC(=O)O)(C)C (5-hydroxy-4,4-dimethyl-pentanoic acid). Reaction SMILES: C[O:2][C:3](=O)[C:4]([CH3:11])([CH3:10])[CH2:5][CH2:6][C:7]([OH:9])=[O:8].CC(O)=O.O>C1COCC1>[OH:2][CH2:3][C:4]([CH3:11])([CH3:10])[CH2:5][CH2:6][C:7]([OH:9])=[O:8]. Conditions: temperature 10 celsius, time 1 hour. Starting materials: COC(C(CCC(=O)O)(C)C)=O (2,2-dimethyl-pentanedioic acid 1-methyl ester), CC(=O)O (AcOH), O (H2O).